This data is from the Open Reaction Database (ORD), a public repository of structured organic reaction records. The task is: describe an organic reaction: reactants, conditions, products, and yield Reactants: C(C)C1=NN=C(O1)CN1C(N(C(C2=C1C=C(S2)C2=CC=CC=C2)=O)C2CCN(CC2)C(=O)OC(C)(C)C)=O (tert-butyl 4-{1-[(5-ethyl-1,3,4-oxadiazol-2-yl)methyl]-2,4-dioxo-6-phenyl-1,4-dihydrothieno[3,2-d]pyrimidin-3(2H)-yl}piperidine-1-carboxylate), C(C)C1=NN=C(O1)CN1C(N(C(C2=C1C=C(S2)C2=CC=CC=C2)=O)C2CCN(CC2)C(=O)OC(C)(C)C)=O (tert-butyl 4-{1-[(5-ethyl-1,3,4-oxadiazol-2-yl)methyl]-2,4-dioxo-6-phenyl-1,4-dihydrothieno[3,2-d]pyrimidin-3(2H)-yl}piperidine-1-carboxylate), Cl (hydrogen chloride). The solvent is C(Cl)Cl (DCM), O1CCOCC1 (1,4-dioxane). Yields the product Cl.C(C)C1=NN=C(O1)CN1C(N(C(C2=C1C=C(S2)C2=CC=CC=C2)=O)C2CCNCC2)=O (1-[(5-ethyl-1,3,4-oxadiazol-2-yl)methyl]-6-phenyl-3-(piperidin-4-yl)thieno[3,2-d]pyrimidine-2,4(1H,3H)-dione hydrochloride). As a reaction SMILES: [CH2:1]([C:3]1[O:7][C:6]([CH2:8][N:9]2[C:14]3[CH:15]=[C:16]([C:18]4[CH:23]=[CH:22][CH:21]=[CH:20][CH:19]=4)[S:17][C:13]=3[C:12](=[O:24])[N:11]([CH:25]3[CH2:30][CH2:29][N:28](C(OC(C)(C)C)=O)[CH2:27][CH2:26]3)[C:10]2=[O:38])=[N:5][N:4]=1)[CH3:2].[ClH:39]>C(Cl)Cl.O1CCOCC1>[ClH:39].[CH2:1]([C:3]1[O:7][C:6]([CH2:8][N:9]2[C:14]3[CH:15]=[C:16]([C:18]4[CH:23]=[CH:22][CH:21]=[CH:20][CH:19]=4)[S:17][C:13]=3[C:12](=[O:24])[N:11]([CH:25]3[CH2:30][CH2:29][NH:28][CH2:27][CH2:26]3)[C:10]2=[O:38])=[N:5][N:4]=1)[CH3:2] |f:4.5|. Reported procedure: A solution of tert-butyl 4-{1-[(5-ethyl-1,3,4-oxadiazol-2-yl)methyl]-2,4-dioxo-6-phenyl-1,4-dihydrothieno[3,2-d]pyrimidin-3(2H)-yl}piperidine-1-carboxylate (750 mg; compound B4) in DCM (20 ml) is reacted with a solution of hydrogen chloride in 1,4-dioxane (3 ml, 4.0 M) according to the procedure described in example B28 to afford the title compound as a solid. As a reaction SMILES: [CH3:1][CH:2]([CH3:38])[C@H:3]([N:8]1[CH2:16][C:15]2[C:10](=[CH:11][C:12]([C:17]3[CH:22]=[CH:21][C:20]([NH:23][C:24](C4SC(C5C=CC=CC=5)=CN=4)=[O:25])=[CH:19][CH:18]=3)=[CH:13][CH:14]=2)[C:9]1=[O:37])[C:4]([O:6][CH3:7])=[O:5].NC1C=CC(C2C=C3C(CN([C@@H](C(C)C)C(OC)=O)C3=O)=CC=2)=CC=1.[C:64]([C:66]([C:69]1[CH:78]=[CH:77][C:72](C(OC)=O)=[CH:71][CH:70]=1)([CH3:68])[CH3:67])#[N:65]>>[C:64]([C:66]([C:69]1[CH:78]=[CH:77][C:72]([C:24]([NH:23][C:20]2[CH:19]=[CH:18][C:17]([C:12]3[CH:11]=[C:10]4[C:15]([CH2:16][N:8]([C@@H:3]([CH:2]([CH3:1])[CH3:38])[C:4]([O:6][CH3:7])=[O:5])[C:9]4=[O:37])=[CH:14][CH:13]=3)=[CH:22][CH:21]=2)=[O:25])=[CH:71][CH:70]=1)([CH3:68])[CH3:67])#[N:65]. Yield: 58.0%. Reactants: CC([C@@H](C(=O)OC)N1C(C2=CC(=CC=C2C1)C1=CC=C(C=C1)NC(=O)C=1SC(=CN1)C1=CC=CC=C1)=O)C ((S)-Methyl 3-methyl-2-(1-oxo-6-(4-(5-phenylthiazole-2-carboxamido)phenyl)isoindolin-2-yl)butanoate), NC1=CC=C(C=C1)C1=CC=C2CN(C(C2=C1)=O)[C@H](C(=O)OC)C(C)C ((S)-Methyl 2-(6-(4-aminophenyl)-1-oxoisoindolin-2-yl)-3-methylbutanoate), C(#N)C(C)(C)C1=CC=C(C(=O)OC)C=C1 (Methyl 4-(2-cyanopropan-2-yl)benzoate). Procedure details: The compound of example 630B was prepared analogous to the compound of example 611 by reaction of compound of example 6 with compound of example 630A. The product is C(#N)C(C)(C)C1=CC=C(C(=O)NC2=CC=C(C=C2)C2=CC=C3CN(C(C3=C2)=O)[C@H](C(=O)OC)C(C)C)C=C1 ((S)-Methyl 2-(6-(4-(4-(2-cyanopropan-2-yl)benzamido)phenyl)-1-oxoisoindolin-2-yl)-3-methylbutanoate). The reactants are C(C1=CC=CC=C1)OC1=C(N=C2N(C1=O)CCN2C(C)C)C(=O)O (6-(benzyloxy)-1-isopropyl-5-oxo-1,2,3,5-tetrahydroimidazo[1,2-a]pyrimidine-7-carboxylic acid), Cl.FC1=CC(=C(CN)C=C1)S(N(C)C)(=O)=O (4-fluoro-2-(N,N-dimethylsulfamoyl)benzylamine hydrochloride), intermediate 3. The product is FC1=CC(=C(CNC(=O)C=2N=C3N(C(C2OCC2=CC=CC=C2)=O)CCN3C(C)C)C=C1)S(N(C)C)(=O)=O (N-(4-Fluoro-2-(N,N-dimethylsulfamoyl)benzyl)-6-benzyloxy-1-isopropyl-5-oxo-1,2,3,5-tetrahydroimidazo[1,2-a]pyrimidine-7-carboxamide). Yield: 77.7%. Reaction SMILES: [CH2:1]([O:8][C:9]1[C:14](=[O:15])[N:13]2[CH2:16][CH2:17][N:18]([CH:19]([CH3:21])[CH3:20])[C:12]2=[N:11][C:10]=1[C:22](O)=[O:23])[C:2]1[CH:7]=[CH:6][CH:5]=[CH:4][CH:3]=1.Cl.[F:26][C:27]1[CH:34]=[CH:33][C:30]([CH2:31][NH2:32])=[C:29]([S:35](=[O:40])(=[O:39])[N:36]([CH3:38])[CH3:37])[CH:28]=1>>[F:26][C:27]1[CH:34]=[CH:33][C:30]([CH2:31][NH:32][C:22]([C:10]2[N:11]=[C:12]3[N:18]([CH:19]([CH3:21])[CH3:20])[CH2:17][CH2:16][N:13]3[C:14](=[O:15])[C:9]=2[O:8][CH2:1][C:2]2[CH:7]=[CH:6][CH:5]=[CH:4][CH:3]=2)=[O:23])=[C:29]([S:35](=[O:39])(=[O:40])[N:36]([CH3:38])[CH3:37])[CH:28]=1 |f:1.2|. Procedure details: Coupling of 6-(benzyloxy)-1-isopropyl-5-oxo-1,2,3,5-tetrahydroimidazo[1,2-a]pyrimidine-7-carboxylic acid (0.150 g, 0.45 mmol) and 4-fluoro-2-(N,N-dimethylsulfamoyl)benzylamine hydrochloride (0.147 g, 0.55 mmol) as described for the synthesis of intermediate 3 gave 0.190 g (75% yield) of the title amide as white crystals; mp 161-163° C. (ethyl acetate-hexane). 1HNMR 400 MHz (CDCl3) δ (ppm): 1.23 (6H, d, J=6.9 Hz, 2×CH3), 2.85 (6H, s, 2×NCH3), 3.65 (2H, t, J=9 Hz, CH2),4.12 (2H, t, J=9 Hz, CH2),4.... Reactants: COCCOC, NCc1ccccc1, CSc1nc(N)nc(-c2occc2C)c1C#N. Yields the product Cc1ccoc1-c1nc(N)nc(NCc2ccccc2)c1C#N. RXN SMILES: [CH3:26][O:27][CH2:28][CH2:29][O:30][CH3:31].[NH2:18][CH2:19][c:20]1[cH:21][cH:22][cH:23][cH:24][cH:25]1.[NH2:1][c:2]1[n:3][c:4]([S:16][CH3:17])[c:5]([C:14]#[N:15])[c:6](-[c:8]2[o:9][cH:10][cH:11][c:12]2[CH3:13])[n:7]1>>[NH2:1][c:2]1[n:3][c:4]([NH:18][CH2:19][c:20]2[cH:21][cH:22][cH:23][cH:24][cH:25]2)[c:5]([C:14]#[N:15])[c:6](-[c:8]2[o:9][cH:10][cH:11][c:12]2[CH3:13])[n:7]1. Reactants: Amide, NCCN1CCOCC1 (4-(2-aminoethyl)morpholine), ester, COC(=O)C=1C(=CC=C(C1)C=1SC=C(N1)C1=CC(=C(C=C1)Cl)Cl)C1=CC=C(C=C1)C(=O)O (4-[4-(3,4-dichloro-phenyl)-thiazol-2-yl]-biphenyl-2,4′-dicarboxylic acid 2-methyl ester), COC(=O)C=1C(=CC=C(C1)C=1SC=C(N1)C1=CC(=C(C=C1)Cl)Cl)C1=CC=C(C=C1)C(=O)O (4-[4-(3,4-dichloro-phenyl)-thiazol-2-yl]-biphenyl-2,4′-dicarboxylic acid 2-methyl ester). Yields the product ClC=1C=C(C=CC1Cl)C=1N=C(SC1)C=1C=C(C(=CC1)C1=CC=C(C=C1)C(NCCN1CCOCC1)=O)C(=O)O (4-[4-(3,4-dichloro-phenyl)-thiazol-2-yl]-4′-(2-morpholin-4-yl-ethylcarbamoyl)-biphenyl-2-carboxylic acid). Yield: 67.0%. Reaction SMILES: C[O:2][C:3]([C:5]1[C:6]([C:24]2[CH:29]=[CH:28][C:27]([C:30](O)=[O:31])=[CH:26][CH:25]=2)=[CH:7][CH:8]=[C:9]([C:11]2[S:12][CH:13]=[C:14]([C:16]3[CH:21]=[CH:20][C:19]([Cl:22])=[C:18]([Cl:23])[CH:17]=3)[N:15]=2)[CH:10]=1)=[O:4].[NH2:33][CH2:34][CH2:35][N:36]1[CH2:41][CH2:40][O:39][CH2:38][CH2:37]1>>[Cl:23][C:18]1[CH:17]=[C:16]([C:14]2[N:15]=[C:11]([C:9]3[CH:10]=[C:5]([C:3]([OH:4])=[O:2])[C:6]([C:24]4[CH:29]=[CH:28][C:27]([C:30](=[O:31])[NH:33][CH2:34][CH2:35][N:36]5[CH2:41][CH2:40][O:39][CH2:38][CH2:37]5)=[CH:26][CH:25]=4)=[CH:7][CH:8]=3)[S:12][CH:13]=2)[CH:21]=[CH:20][C:19]=1[Cl:22]. Reported procedure: Using the conditions of General Procedure E for Amide Coupling in Parallel Mode, 4-[4-(3,4-dichloro-phenyl)-thiazol-2-yl]-biphenyl-2,4′-dicarboxylic acid 2-methyl ester (which may be prepared as described for Intermediate 8; 100 mg, 0.21 mmol) was reacted with 4-(2-aminoethyl)morpholine (available from Aldrich Chemical Company, Inc.; 81 mg, 0.62 mmol). The resulting ester was hydrolyzed and the acid was purified using HPLC Purification Conditions B to give 4-[4-(3,4-dichloro-phenyl)-thiazol-2-yl... Reactants: C([O-])([O-])=O.[Cs+].[Cs+] (cesium carbonate), C(C)(C)(C)OC(=O)N1CCC(CC1)C(=NO)C=1SC(=CC1Br)COC (4-[1-(3-bromo-5-methoxymethyl-thiophen-2-yl)-1-hydroxyimino-methyl]-piperidine-1-carboxylic acid tert-butyl ester). Reagents/catalysts: [Cu](I)I (copper iodide). Run in COCCO (2-methoxy ethanol). Run at time 8 hour. Yields the product C(C)(C)(C)OC(=O)N1CCC(CC1)C1=NOC2=C1SC(=C2)COC (4-(5-methoxymethyl-thieno[2,3-d]isoxazol-3-yl)-piperidine-1-carboxylic acid tert-butyl ester). As a reaction SMILES: C(=O)([O-])[O-].[Cs+].[Cs+].[C:7]([O:11][C:12]([N:14]1[CH2:19][CH2:18][CH:17]([C:20]([C:23]2[S:24][C:25]([CH2:29][O:30][CH3:31])=[CH:26][C:27]=2Br)=[N:21][OH:22])[CH2:16][CH2:15]1)=[O:13])([CH3:10])([CH3:9])[CH3:8]>COCCO.[Cu](I)I>[C:7]([O:11][C:12]([N:14]1[CH2:19][CH2:18][CH:17]([C:20]2[C:23]3[S:24][C:25]([CH2:29][O:30][CH3:31])=[CH:26][C:27]=3[O:22][N:21]=2)[CH2:16][CH2:15]1)=[O:13])([CH3:10])([CH3:9])[CH3:8] |f:0.1.2|. Reported procedure: Add cesium carbonate (1.13 g, 3.46 mmol, 1.50 equivalents) and copper iodide (44 mg, 0.23 mmol, 0.10 equivalents) to a stirred solution of 4-[1-(3-bromo-5-methoxymethyl-thiophen-2-yl)-1-hydroxyimino-methyl]-piperidine-1-carboxylic acid tert-butyl ester (1.00 g, 2.31 mmol, 1.00 equivalents) in 2-methoxy ethanol (23.30 mL). Stir the resulting mixture at room temperature overnight or up to 3 days and filter through celite. Evaporate the filtrate, partition the residue between ethyl acetate (70 mL) ... Reactants: OC=1C=C(C=CC1)C12OCC(CC1)(CC2)CCOCC(=O)OC(C)(C)C (tert-Butyl 2-(2-(1-(3-hydroxyphenyl)-2-oxabicyclo[2.2.2]octan-4-yl)ethoxy)acetate), BrCC1CCCCC1 ((bromomethyl)cyclohexane). Conditions: time 20 minute. Yields the product C1(CCCCC1)COC=1C=C(C=CC1)C12OCC(CC1)(CC2)CCOCC(=O)O (2-(2-(1-(3-(Cyclohexylmethoxy)phenyl)-2-oxabicyclo[2.2.2]octan-4-yl)ethoxy)acetic acid). The yield is 65.0%. RXN SMILES: [OH:1][C:2]1[CH:3]=[C:4]([C:8]23[CH2:15][CH2:14][C:11]([CH2:16][CH2:17][O:18][CH2:19][C:20]([O:22]C(C)(C)C)=[O:21])([CH2:12][CH2:13]2)[CH2:10][O:9]3)[CH:5]=[CH:6][CH:7]=1.Br[CH2:28][CH:29]1[CH2:34][CH2:33][CH2:32][CH2:31][CH2:30]1>>[CH:29]1([CH2:28][O:1][C:2]2[CH:3]=[C:4]([C:8]34[CH2:15][CH2:14][C:11]([CH2:16][CH2:17][O:18][CH2:19][C:20]([OH:22])=[O:21])([CH2:12][CH2:13]3)[CH2:10][O:9]4)[CH:5]=[CH:6][CH:7]=2)[CH2:34][CH2:33][CH2:32][CH2:31][CH2:30]1. Procedure details: The title compound was prepared by an analogous sequence to that used to synthesize Example 51 from 7F (tert-butyl 2-(2-(1-(3-hydroxyphenyl)-2-oxabicyclo[2.2.2]octan-4-yl)ethoxy)acetate) except that (bromomethyl)cyclohexane was used instead of (bromomethyl)cyclobutane as the alkylating agent. The crude product was purified by preparative LC/MS (Column: Waters XBridge C18, 19×200 mm, 5-nm particles; Mobile Phase A: 5:95 MeCN:water with 10-mM NH4OAc; Mobile Phase B: 95:5 MeCN:water with 10-mM NH4O...